Dataset: the Open Reaction Database (ORD), a public repository of structured organic reaction records. Task: describe an organic reaction: reactants, conditions, products, and yield The reactants are ClC=1C=2N(C=CN1)C(=NC2C2=CC=C1C=CC(=NC1=C2)C2=CC=CC=C2)C2CC(C2)=C (7-[8-chloro-3-(3-methylenecyclobutyl)imidazo[1,5-a]pyrazin-1-yl]-2-phenylquinoline), C[N+]1(CCOCC1)[O-] (NMO), potassium osmate dihydrate, C1CCOC1.O (THF water), [O-]S(=O)[O-].[Na+].[Na+] (Na2SO3). Solvent: CCOC(=O)C (EtOAc). Yields the product ClC=1C=2N(C=CN1)C(=NC2C2=CC=C1C=CC(=NC1=C2)C2=CC=CC=C2)C2CC(C2)(O)CO (3-[8-chloro-1-(2-phenylquinolin-7-yl)imidazo[1,5-a]pyrazin-3-yl]-1-(hydroxymethyl)cyclobutanol). As a reaction SMILES: [Cl:1][C:2]1[C:3]2[N:4]([C:8]([CH:27]3[CH2:30][C:29](=[CH2:31])[CH2:28]3)=[N:9][C:10]=2[C:11]2[CH:20]=[C:19]3[C:14]([CH:15]=[CH:16][C:17]([C:21]4[CH:26]=[CH:25][CH:24]=[CH:23][CH:22]=4)=[N:18]3)=[CH:13][CH:12]=2)[CH:5]=[CH:6][N:7]=1.C[N+]1([O-])CC[O:36]CC1.[O-]S([O-])=O.[Na+].[Na+].C1COCC1.[OH2:51]>CCOC(C)=O>[Cl:1][C:2]1[C:3]2[N:4]([C:8]([CH:27]3[CH2:30][C:29]([CH2:31][OH:36])([OH:51])[CH2:28]3)=[N:9][C:10]=2[C:11]2[CH:20]=[C:19]3[C:14]([CH:15]=[CH:16][C:17]([C:21]4[CH:26]=[CH:25][CH:24]=[CH:23][CH:22]=4)=[N:18]3)=[CH:13][CH:12]=2)[CH:5]=[CH:6][N:7]=1 |f:2.3.4,5.6|. Procedure details: To a solution of 7-[8-chloro-3-(3-methylenecyclobutyl)imidazo[1,5-a]pyrazin-1-yl]-2-phenylquinoline (3.2 g, 7.6 mmol) in THF-water mixture (100 mL, 3:1) were added NMO (1.94 g, 8.3 mmol) and potassium osmate dihydrate (0.14 g, 0.4 mmol). The reaction mixture was stirred at rt. After 20 h the reaction was quenched with Na2SO3 (4.8 g, 38 mmol). The reaction mixture was diluted with EtOAc (250 mL) and washed with brine (2×100 mL). Part of the solvent was removed and the organic phase was passed thr... The solvent is C(Cl)Cl (DCM), O1CCOCC1 (dioxane). Reactants: C(C)(C)(C)OC(=O)N1C[C@H]([C@@H](CC1)C(F)F)OC=1N=NC(=C(C1)C1=CC=C(C=C1)OC1CCCCC1)CCCC ((±)-trans-3-[6-butyl-5-(4-cyclohexyloxy-phenyl)-pyridazin-3-yloxy]-4-difluoromethyl-piperidine-1-carboxylic acid tert-butyl ester), Cl (HCl). Yields the product Cl.Cl.C(CCC)C=1N=NC(=CC1C1=CC=C(C=C1)OC1CCCCC1)O[C@@H]1CNCC[C@H]1C(F)F ((±)-trans-3-butyl-4-(4-cyclohexyloxy-phenyl)-6-(4-difluoromethyl-piperidin-3-yloxy)-pyridazine dihydrochloride). Run at time 1 hour. Reported procedure: To a solution of (±)-trans-3-[6-butyl-5-(4-cyclohexyloxy-phenyl)-pyridazin-3-yloxy]-4-difluoromethyl-piperidine-1-carboxylic acid tert-butyl ester (0.32 mmol, 0.18 g) in DCM (0.75 mL) was added 4 N HCl in dioxane (0.75 mL). The solution was stirred for 1 hour. The solvents were removed with reduced pressure and the salt was triturated with diethyl ether and filtered to give (±)-trans-3-butyl-4-(4-cyclohexyloxy-phenyl)-6-(4-difluoromethyl-piperidin-3-yloxy)-pyridazine dihydrochloride (0.14 g). As a reaction SMILES: C(OC([N:8]1[CH2:13][CH2:12][C@@H:11]([CH:14]([F:16])[F:15])[C@H:10]([O:17][C:18]2[N:19]=[N:20][C:21]([CH2:37][CH2:38][CH2:39][CH3:40])=[C:22]([C:24]3[CH:29]=[CH:28][C:27]([O:30][CH:31]4[CH2:36][CH2:35][CH2:34][CH2:33][CH2:32]4)=[CH:26][CH:25]=3)[CH:23]=2)[CH2:9]1)=O)(C)(C)C.[ClH:41]>C(Cl)Cl.O1CCOCC1>[ClH:41].[ClH:41].[CH2:37]([C:21]1[N:20]=[N:19][C:18]([O:17][C@H:10]2[C@H:11]([CH:14]([F:16])[F:15])[CH2:12][CH2:13][NH:8][CH2:9]2)=[CH:23][C:22]=1[C:24]1[CH:29]=[CH:28][C:27]([O:30][CH:31]2[CH2:32][CH2:33][CH2:34][CH2:35][CH2:36]2)=[CH:26][CH:25]=1)[CH2:38][CH2:39][CH3:40] |f:4.5.6|.